This data is from the Open Reaction Database (ORD), a public repository of structured organic reaction records. The task is: describe an organic reaction: reactants, conditions, products, and yield Reactants: NC1CCN(CC1)CC12C3=CC=CC=C3C(C=3C=CC=CC13)C2 (4-amino-1-[9,10-dihydro-9,10-methanoanthracen-9-ylmethyl]piperidine), C(C(C)(C)C)(=O)Cl (pivaloyl chloride). Yields the product C1=CC=CC=2C3C4=CC=CC=C4C(C12)(C3)CN3CCC(CC3)NC(C(C)(C)C)=O (N-(1-[9,10-Dihydro-9,10-methanoanthracen-9-ylmethyl]-4-piperidyl)-2,2-dimethylpropionamide), solid. The yield is 87.0%. RXN SMILES: [NH2:1][CH:2]1[CH2:7][CH2:6][N:5]([CH2:8][C:9]23[CH2:23][CH:16]([C:17]4[CH:18]=[CH:19][CH:20]=[CH:21][C:22]=42)[C:15]2[C:10]3=[CH:11][CH:12]=[CH:13][CH:14]=2)[CH2:4][CH2:3]1.[C:24](Cl)(=[O:29])[C:25]([CH3:28])([CH3:27])[CH3:26]>>[CH:21]1[C:22]2[C:9]3([CH2:8][N:5]4[CH2:6][CH2:7][CH:2]([NH:1][C:24](=[O:29])[C:25]([CH3:28])([CH3:27])[CH3:26])[CH2:3][CH2:4]4)[CH2:23][CH:16]([C:15]4[C:10]3=[CH:11][CH:12]=[CH:13][CH:14]=4)[C:17]=2[CH:18]=[CH:19][CH:20]=1. Reported procedure: Using a procedure similar to that described in Example 27 except starting with 4-amino-1-[9,10-dihydro-9,10-methanoanthracen-9-ylmethyl]piperidine and pivaloyl chloride, the title compound was obtained as a white solid (87%), mp 181.5°-2.5° C.; MS(CI): 389 (M+H); NMR (300 MHz,DMSO-d6): 1.05(s, 9H), 1.37-1.66(m, 4H), 2.24(m, 2H), 2.45(s, 2H), 2.97(m, 2H), 3.31(s, 2H), 3.56(m, 1H), 4.30(s, 1H), 6.91(m, 4H), 7.06(d, 1H, J=8.1 Hz), 7.17-7.27(m, 4H). Reactants: O=[N+]([O-])c1cccc(S(=O)(=O)O)c1, Nc1ccccc1, Nc1cccc(C(=O)O)c1, OCC(O)CO, O=S(=O)(O)O, O=C(O)c1ccc2ccccc2n1. The product is c1ccc2ncccc2c1. Reaction SMILES: [N+:31]([c:32]1[cH:33][c:34]([S:35]([OH:36])(=[O:37])=[O:38])[cH:39][cH:40][cH:41]1)([O-:42])=[O:43].[NH2:14][c:15]1[cH:16][cH:17][cH:18][cH:19][cH:20]1.[NH2:21][c:22]1[cH:23][c:24]([C:28]([OH:29])=[O:30])[cH:25][cH:26][cH:27]1.[OH:49][CH2:50][CH:51]([CH2:52][OH:53])[OH:54].[S:44](=[O:45])(=[O:46])([OH:47])[OH:48].[n:1]1[c:2]([C:11]([OH:12])=[O:13])[cH:3][cH:4][c:5]2[cH:6][cH:7][cH:8][cH:9][c:10]12>>[n:1]1[cH:2][cH:3][cH:4][c:5]2[cH:6][cH:7][cH:8][cH:9][c:10]12. Starting materials: CCC(c1ccccc1)N1Cc2cc3c(cc2CC1C(=O)OC)OCC(c1ccc(OCc2ccc(Cl)c(Cl)c2)cc1)O3, CCOC(C)=O, Cl, [K+], [OH-]. The product is CCC(c1ccccc1)N1Cc2cc3c(cc2CC1C(=O)O)OCC(c1ccc(OCc2ccc(Cl)c(Cl)c2)cc1)O3. RXN SMILES: [CH3:1][O:2][C:3](=[O:4])[CH:5]1[N:6]([CH:35]([CH2:36][CH3:37])[c:38]2[cH:39][cH:40][cH:41][cH:42][cH:43]2)[CH2:7][c:8]2[cH:9][c:10]3[c:11]([cH:12][c:13]2[CH2:14]1)[O:15][CH2:16][CH:17]([c:19]1[cH:20][cH:21][c:22]([O:25][CH2:26][c:27]2[cH:28][c:29]([Cl:34])[c:30]([Cl:33])[cH:31][cH:32]2)[cH:23][cH:24]1)[O:18]3.[CH3:47][CH2:48][O:49][C:50]([CH3:51])=[O:52].[ClH:46].[K+:45].[OH-:44]>>[O:2]=[C:3]([OH:4])[CH:5]1[N:6]([CH:35]([CH2:36][CH3:37])[c:38]2[cH:39][cH:40][cH:41][cH:42][cH:43]2)[CH2:7][c:8]2[cH:9][c:10]3[c:11]([cH:12][c:13]2[CH2:14]1)[O:15][CH2:16][CH:17]([c:19]1[cH:20][cH:21][c:22]([O:25][CH2:26][c:27]2[cH:28][c:29]([Cl:34])[c:30]([Cl:33])[cH:31][cH:32]2)[cH:23][cH:24]1)[O:18]3. Reactants: O=C1CCC(=O)N1Br, CC#N, COC(=O)CCc1ccc(N)cc1C. Product: COC(=O)CCc1cc(Br)c(N)cc1C. RXN SMILES: [Br:15][N:16]1[C:17](=[O:18])[CH2:19][CH2:20][C:21]1=[O:22].[CH3:23][C:24]#[N:25].[NH2:1][c:2]1[cH:3][c:4]([CH3:14])[c:5]([CH2:8][CH2:9][C:10](=[O:11])[O:12][CH3:13])[cH:6][cH:7]1>>[NH2:1][c:2]1[cH:3][c:4]([CH3:14])[c:5]([CH2:8][CH2:9][C:10](=[O:11])[O:12][CH3:13])[cH:6][c:7]1[Br:15]. Reactants: BrC=1C(=NC(=CC1)O)C (3-bromo-6-hydroxy-2-methylpyridine), OC1COCC1 (rac-3-hydroxy-tetrahydrofuran). Yields the product BrC=1C(=NC(=CC1)OC1COCC1)C (rac-3-Bromo-2-methyl-6-(tetrahydro-furan-3-yloxy)-pyridine). Reaction SMILES: [Br:1][C:2]1[C:3]([CH3:9])=[N:4][C:5]([OH:8])=[CH:6][CH:7]=1.O[CH:11]1[CH2:15][CH2:14][O:13][CH2:12]1>>[Br:1][C:2]1[C:3]([CH3:9])=[N:4][C:5]([O:8][CH:11]2[CH2:15][CH2:14][O:13][CH2:12]2)=[CH:6][CH:7]=1. Procedure: The title compound was prepared from 3-bromo-6-hydroxy-2-methylpyridine and rac-3-hydroxy-tetrahydrofuran in analogy to Example 9c): colorless solid. Starting materials: CC(=O)C (acetone), Cl.Cl.ClC=1C=CC2=C(CN([C@@H](CN2CC2=CN=CN2C)CC2=CC=CC=C2)S(=O)(=O)CCN2CCOCC2)C1 ((R)-7-Chloro-2,3,4,5-tetrahydro-1-(1-methyl-imidazol-5-ylmethyl)-4-[(2-morpholin-4-yl-ethyl)sulfonyl]-3-(phenylmethyl)-1H-1,4-benzodiazepine, dihydrochloride), CN1CCNCC1 (1-methylpiperazine), Cl.Cl.Cl.N1C=NC(=C1)CN1CC(N(CC2=C1C=CC(=C2)C=2C=NC=CC2)C(C(F)(F)F)=O)CC2=CC=CC=C2 (2,3,4,5-Tetrahydro-1-(1H-imidazol-4-ylmethyl)-3-(phenylmethyl)-7-(3-pyridinyl)-4-(trifluoroacetyl)-1H-1,4-benzodiazepine, trihydrochloride). Run in CCCCCC (hexane). Yields the product Cl.Cl.ClC=1C=CC2=C(CN([C@@H](CN2CC2=CN=CN2C)CC2=CC=CC=C2)S(=O)(=O)CCC2(CCNCC2)C)C1 ((R)-7-Chloro-2,3,4,5-tetrahydro-1-(1-methyl-imidazol-5-ylmethyl)-4-[(4-methyl-piperidin-4-yl-ethyl)sulfonyl]-3-(phenylmethyl)-1H-1,4-benzodiazepine, dihydrochloride). Yield: 28.0%. Reaction SMILES: [ClH:1].Cl.[Cl:3][C:4]1[CH:5]=[CH:6][C:7]2[N:13]([CH2:14][C:15]3[N:19]([CH3:20])[CH:18]=[N:17][CH:16]=3)[CH2:12][C@@H:11]([CH2:21][C:22]3[CH:27]=[CH:26][CH:25]=[CH:24][CH:23]=3)[N:10]([S:28]([CH2:31][CH2:32]N3CCOCC3)(=[O:30])=[O:29])[CH2:9][C:8]=2[CH:39]=1.CN1[CH2:46][CH2:45][NH:44][CH2:43][CH2:42]1.Cl.Cl.Cl.N1[CH:54]=[C:53](CN2C3C=CC(C4C=NC=CC=4)=CC=3CN(C(=O)C(F)(F)F)C(CC3C=CC=CC=3)C2)N=C1.CC(C)=O>CCCCCC>[ClH:3].[ClH:1].[Cl:3][C:4]1[CH:5]=[CH:6][C:7]2[N:13]([CH2:14][C:15]3[N:19]([CH3:20])[CH:18]=[N:17][CH:16]=3)[CH2:12][C@@H:11]([CH2:21][C:22]3[CH:27]=[CH:26][CH:25]=[CH:24][CH:23]=3)[N:10]([S:28]([CH2:31][CH2:32][C:53]3([CH3:54])[CH2:46][CH2:45][NH:44][CH2:43][CH2:42]3)(=[O:29])=[O:30])[CH2:9][C:8]=2[CH:39]=1 |f:0.1.2,4.5.6.7,10.11.12|. Reported procedure: Example 356 was prepared as a light yellow solid in 28% yield from Compound A of Example 353 and 1-methylpiperazine as described for Compound B of Example 353, with chromatography using 20% acetone in hexane followed by 10% methanol in CHCl3 and Compound C of Example 353, with purification by preparative HPLC only. The reactants are CC=1C=C(CCNC(OCC)=O)C=CC1 (Ethyl 3-methylphenethylcarbamate), O=P12OP3(=O)OP(=O)(O1)OP(=O)(O2)O3 (P2O5), O=P(Cl)(Cl)Cl (POCl3). Yields the product CC=1C=C2CCNC(C2=CC1)=O (6-methyl-3,4-dihydroisoquinolin-1(2H)-one). The yield is 19.0%. Reaction SMILES: [CH3:1][C:2]1[CH:3]=[C:4]([CH:13]=[CH:14][CH:15]=1)[CH2:5][CH2:6][NH:7][C:8](=O)[O:9]CC.O=P12OP3(OP(OP(O3)(O1)=O)(=O)O2)=O.O=P(Cl)(Cl)Cl>>[CH3:1][C:2]1[CH:3]=[C:4]2[C:13](=[CH:14][CH:15]=1)[C:8](=[O:9])[NH:7][CH2:6][CH2:5]2. Reported procedure: Ethyl 3-methylphenethylcarbamate (I-69c: 13.5 g, 65.217 mmol) was reacted with P2O5 (18.51 g, 130.434 mmol) and POCl3 (135 mL) at 110° C. for 1 hour. The reaction mass was concentrated under reduced pressure, quenched with ice, basified using saturated NaHCO3 solution and extracted using ethyl acetate. The organic layer was washed with brine solution, dried over Na2SO4 and concentrated under reduced pressure to afford the crude product. Purification by column chromatography on silica gel (1% met... The reactants are C12(CC3CC(CC(C1)C3)C2)NC2=NC3=C(N2)C=C(C=C3)CO[Si](C(C)C)(C(C)C)C(C)C (N-1-adamantyl-6-((triisopropylsilyloxy)methyl)-1H-benzo[d]imidazol-2-amine), FC1=CC=C(C(=O)\N=C\2/NC3=C(N2[C@H]2CC[C@H](CC2)C(=O)OC)C=C(C=C3)CO)C=C1 (cis-methyl 4-((E)-2-(4-fluorobenzoylimino)-6-(hydroxymethyl)-2,3-dihydro-1H-benzo[d]imidazol-1-yl)cyclohexanecarboxylate). Yields the product C12(CC3CC(CC(C1)C3)C2)N2C(=NC3=C2C=C(C=C3)CO)NC(C3=CC=CC=C3)=O (N-(1-Adamanty-6-(hydroxymethyl)-1H-benzo[d]imidazol-2-yl)benzamide). RXN SMILES: [C:1]12([NH:11][C:12]3[NH:16][C:15]4[CH:17]=[C:18]([CH2:21][O:22][Si](C(C)C)(C(C)C)C(C)C)[CH:19]=[CH:20][C:14]=4[N:13]=3)[CH2:10][CH:5]3[CH2:6][CH:7]([CH2:9][CH:3]([CH2:4]3)[CH2:2]1)[CH2:8]2.F[C:34]1[CH:63]=[CH:62][C:37]([C:38](/N=C2\NC3C=CC(CO)=CC=3N\2[C@@H]2CC[C@H](C(OC)=O)CC2)=[O:39])=[CH:36][CH:35]=1>>[C:1]12([N:11]3[C:15]4[CH:17]=[C:18]([CH2:21][OH:22])[CH:19]=[CH:20][C:14]=4[N:13]=[C:12]3[NH:16][C:38](=[O:39])[C:37]3[CH:62]=[CH:63][CH:34]=[CH:35][CH:36]=3)[CH2:2][CH:3]3[CH2:4][CH:5]([CH2:6][CH:7]([CH2:9]3)[CH2:8]1)[CH2:10]2. Reported procedure: The title compound was prepared in 2 steps from N-1-adamantyl-6-((triisopropylsilyloxy)methyl)-1H-benzo[d]imidazol-2-amine using a method analogous to the preparation of cis-methyl 4-((E)-2-(4-fluorobenzoylimino)-6-(hydroxymethyl)-2,3-dihydro-1H-benzo[d]imidazol-1-yl)cyclohexanecarboxylate. The yield was 200 mg (37.7%, 2 steps). MS m/z=402.2 [M+H]. Calc'd for C25H27N3O2: 401.2. Reactants: Br.NC=1C(=C(C=CC1)C1=CC=C(O1)C(=O)O)O (5-(3-amino-2-hydroxy-phenyl)-furan-2-carboxylic acid hydrobromide), CC1(CCC2=CC=C(C=C12)N1N=C(CC1=O)C)C (2-(3,3-dimethyl-indan-5-yl)-5-methyl-2,4-dihydro-pyrazol-3-one), C([O-])(O)=O.[Na+] (sodium bicarbonate), N(=O)[O-].[Na+] (sodium nitrite). Solvent: Cl (hydrochloric acid), C(C)O (ethanol). The product is CC1(CCC2=CC=C(C=C12)N1N=C(C(C1=O)=NNC=1C(=C(C=CC1)C1=CC=C(O1)C(=O)O)O)C)C (5-(3-{N′-[1-(3,3-dimethyl-indan-5-yl)-3-methyl-5-oxo-1,5-dihydro-pyrazol-4-ylidene]-hydrazino}-2-hydroxy-phenyl)-furan-2-carboxylic acid). The yield is 40.2%. RXN SMILES: Br.[NH2:2][C:3]1[C:4]([OH:17])=[C:5]([C:9]2[O:13][C:12]([C:14]([OH:16])=[O:15])=[CH:11][CH:10]=2)[CH:6]=[CH:7][CH:8]=1.[N:18]([O-])=O.[Na+].[CH3:22][C:23]1([CH3:39])[C:31]2[C:26](=[CH:27][CH:28]=[C:29]([N:32]3[C:36](=[O:37])[CH2:35][C:34]([CH3:38])=[N:33]3)[CH:30]=2)[CH2:25][CH2:24]1.C(=O)(O)[O-].[Na+]>Cl.C(O)C>[CH3:22][C:23]1([CH3:39])[C:31]2[C:26](=[CH:27][CH:28]=[C:29]([N:32]3[C:36](=[O:37])[C:35](=[N:18][NH:2][C:3]4[C:4]([OH:17])=[C:5]([C:9]5[O:13][C:12]([C:14]([OH:16])=[O:15])=[CH:11][CH:10]=5)[CH:6]=[CH:7][CH:8]=4)[C:34]([CH3:38])=[N:33]3)[CH:30]=2)[CH2:25][CH2:24]1 |f:0.1,2.3,5.6|. Reported procedure: 5-(3-Amino-2-hydroxy-phenyl)-furan-2-carboxylic acid hydrobromide 9c (333 mg, 1.1 mmol) was dissolved in hydrochloric acid (3.7 mL, 1 mol/L) upon cooling by an ice-water bath, followed by dropwise addition of 1.5 mL of aqueous sodium nitrite (85 mg, 1.22 mmol). After the mixture was reacted for 20 minutes, 2-(3,3-dimethyl-indan-5-yl)-5-methyl-2,4-dihydro-pyrazol-3-one 8i (242 mg, 1.0 mmol), sodium bicarbonate (1.4 g, 16.67 mmol) and 3 mL of ethanol were added successively. The reaction mixture w...